This data is from the Open Reaction Database (ORD), a public repository of structured organic reaction records. The task is: describe an organic reaction: reactants, conditions, products, and yield Reactants: C(C1=CC=CC=C1)(=O)N1CC(N(CC2=C1C=CC=C2)S(=O)(=O)C2=CC=C(C=C2)OCC=C=CC)C(=O)OC (Methyl 1-benzoyl-4-{[4-(2,3-pentadienyloxy)phenyl]sulfonyl}-2,3,4,5-tetrahydro-1H-1,4-benzodiazepine-3-carboxylate), [OH-].[Li+] (lithium hydroxide). Solvent: CO (methanol), O1CCCC1 (tetrahydrofuran), O (water). The product is C(C1=CC=CC=C1)(=O)N1CC(N(CC2=C1C=CC=C2)S(=O)(=O)C2=CC=C(C=C2)OCC=C=C)C(=O)O (1-Benzoyl-4-(4-buta-2,3-dienyloxy-benzenesulfonyl)-2,3,4,5-tetrahydro-1H-benzo[e][1,4]diazepine-3-carboxylic acid). Isolated yield 98.9%. Reaction SMILES: [C:1]([N:9]1[C:15]2[CH:16]=[CH:17][CH:18]=[CH:19][C:14]=2[CH2:13][N:12]([S:20]([C:23]2[CH:28]=[CH:27][C:26]([O:29][CH2:30][CH:31]=[C:32]=[CH:33]C)=[CH:25][CH:24]=2)(=[O:22])=[O:21])[CH:11]([C:35]([O:37]C)=[O:36])[CH2:10]1)(=[O:8])[C:2]1[CH:7]=[CH:6][CH:5]=[CH:4][CH:3]=1.[OH-].[Li+]>O.CO.O1CCCC1>[C:1]([N:9]1[C:15]2[CH:16]=[CH:17][CH:18]=[CH:19][C:14]=2[CH2:13][N:12]([S:20]([C:23]2[CH:24]=[CH:25][C:26]([O:29][CH2:30][CH:31]=[C:32]=[CH2:33])=[CH:27][CH:28]=2)(=[O:22])=[O:21])[CH:11]([C:35]([OH:37])=[O:36])[CH2:10]1)(=[O:8])[C:2]1[CH:3]=[CH:4][CH:5]=[CH:6][CH:7]=1 |f:1.2|. Procedure: The procedure of Example 42 was followed using the product from Example 40 (270 mg, 0.521 mmol), lithium hydroxide (55 mg, 1.3 mmol) in water (0.4 ml), methanol (1 ml) and tetrahydrofuran (1 ml) to give 260 mg (99%) of the product.